From a dataset of the Open Reaction Database (ORD), a public repository of structured organic reaction records. describe an organic reaction: reactants, conditions, products, and yield Starting materials: C(C)(C)(C)C=1C=C(C(=C(C1)NC(=O)C=1N(C2=C(C=CC=C2C1)N)C)OC)NS(=O)(=O)C (7-amino-1-methylindole-2-carboxylic acid (5-tert-butyl-3-methanesulfonylamino-2-methoxy-phenyl)-amide), N1(CCOCC1)C(=O)Cl (morpholinecarbonyl chloride), C(C)(C)N(CC)C(C)C (diisopropylethylamine). The solvent is CCN(CC)CC (Et3N). Run at time 4 day. The product is C(C)(C)(C)C=1C=C(C(=C(C1)NC(=O)C=1N(C2=C(C=CC=C2C1)NC(=O)N1CCOCC1)C)OC)NS(=O)(=O)C (1-methyl-7-morpholinecarboxamidoindole-2-carboxylic Acid (5-tert-butyl-3-methanesulfonylamino-2-methoxy-phenyl)-amide). Isolated yield 19.2%. Reaction SMILES: [C:1]([C:5]1[CH:6]=[C:7]([NH:27][S:28]([CH3:31])(=[O:30])=[O:29])[C:8]([O:25][CH3:26])=[C:9]([NH:11][C:12]([C:14]2[N:15]([CH3:24])[C:16]3[C:21]([CH:22]=2)=[CH:20][CH:19]=[CH:18][C:17]=3[NH2:23])=[O:13])[CH:10]=1)([CH3:4])([CH3:3])[CH3:2].[N:32]1([C:38](Cl)=[O:39])[CH2:37][CH2:36][O:35][CH2:34][CH2:33]1.C(N(C(C)C)CC)(C)C>CCN(CC)CC>[C:1]([C:5]1[CH:6]=[C:7]([NH:27][S:28]([CH3:31])(=[O:29])=[O:30])[C:8]([O:25][CH3:26])=[C:9]([NH:11][C:12]([C:14]2[N:15]([CH3:24])[C:16]3[C:21]([CH:22]=2)=[CH:20][CH:19]=[CH:18][C:17]=3[NH:23][C:38]([N:32]2[CH2:37][CH2:36][O:35][CH2:34][CH2:33]2)=[O:39])=[O:13])[CH:10]=1)([CH3:4])([CH3:2])[CH3:3]. Procedure: A mixture of 7-amino-1-methylindole-2-carboxylic acid (5-tert-butyl-3-methanesulfonylamino-2-methoxy-phenyl)-amide (64 mg, 0.14 mmol), morpholinecarbonyl chloride (0.13 mL, 1.1 mmol), diisopropylethylamine (0.2 mL) and Et3N (0.5 mL) was stirred for 4 days. The reaction mixture was extracted and purified by reverse phase HPLC on a C18 column eluting with an acetonitrile-water gradient to provide 15 mg (19%) of the title compound. The reactants are COc1ccc(N2CCNCC2)cc1, CCN(C(C)C)C(C)C, O=CCCc1cc(-c2ccc(F)cc2)n(-c2ccccc2)n1. RXN SMILES: [CH3:23][O:24][c:25]1[cH:26][cH:27][c:28]([N:31]2[CH2:32][CH2:33][NH:34][CH2:35][CH2:36]2)[cH:29][cH:30]1.[CH:37]([N:38]([CH2:39][CH3:40])[CH:41]([CH3:42])[CH3:43])([CH3:44])[CH3:45].[F:1][c:2]1[cH:3][cH:4][c:5](-[c:8]2[cH:9][c:10]([CH2:19][CH2:20][CH:21]=[O:22])[n:11][n:12]2-[c:13]2[cH:14][cH:15][cH:16][cH:17][cH:18]2)[cH:6][cH:7]1>>[F:1][c:2]1[cH:3][cH:4][c:5](-[c:8]2[cH:9][c:10]([CH2:19][CH2:20][CH2:21][N:34]3[CH2:33][CH2:32][N:31]([c:28]4[cH:27][cH:26][c:25]([O:24][CH3:23])[cH:30][cH:29]4)[CH2:36][CH2:35]3)[n:11][n:12]2-[c:13]2[cH:14][cH:15][cH:16][cH:17][cH:18]2)[cH:6][cH:7]1. Product: COc1ccc(N2CCN(CCCc3cc(-c4ccc(F)cc4)n(-c4ccccc4)n3)CC2)cc1. Starting materials: O (water), CN1CCOCC1 (N-methylmorpholine), COC1=CC=C(C=C1)S(=O)(=O)Cl (4-methoxyphenylsulphonyl chloride), C(C(C)C)NC1C(SCC1)=O (3-(Isobutylamino)tetrahydro-2-thiophenone). Solvent: ClCCl (dichloromethane). Conditions: time 12 hour. Product: C(C(C)C)N(S(=O)(=O)C1=CC=C(C=C1)OC)C1C(SCC1)=O (N1-Isobutyl-N1-(2-oxotetrahydro-3-thiophenyl)-4-methoxy-1-benzensulphonamide). As a reaction SMILES: CN1CCOCC1.[CH3:8][O:9][C:10]1[CH:15]=[CH:14][C:13]([S:16](Cl)(=[O:18])=[O:17])=[CH:12][CH:11]=1.[CH2:20]([NH:24][CH:25]1[CH2:29][CH2:28][S:27][C:26]1=[O:30])[CH:21]([CH3:23])[CH3:22].O>ClCCl>[CH2:20]([N:24]([CH:25]1[CH2:29][CH2:28][S:27][C:26]1=[O:30])[S:16]([C:13]1[CH:14]=[CH:15][C:10]([O:9][CH3:8])=[CH:11][CH:12]=1)(=[O:18])=[O:17])[CH:21]([CH3:23])[CH3:22]. Reported procedure: 5 mmol of N-methylmorpholine and 2.5 mmol of 4-methoxyphenylsulphonyl chloride are added at 0° C. to a solution of 2.5 mmol of the compound obtained in Step A in 15 ml of dichloromethane. After stirring for 12 hours at ambient temperature, the reaction mixture is poured into water and then extracted with dichloromethane. The combined organic phases are washed with a 2N hydrochloric acid solution, then with a 5% solution of NaHCO3, and then with water. After drying over sodium sulphate, filtratio... Reactants: O=Cc1cccc(Br)n1, COCCN, ClCCl. The product is COCCNCc1cccc(Br)n1. Reaction SMILES: [Br:1][c:2]1[cH:3][cH:4][cH:5][c:6]([CH:8]=[O:9])[n:7]1.[CH3:10][O:11][CH2:12][CH2:13][NH2:14].[Cl:15][CH2:16][Cl:17]>>[Br:1][c:2]1[cH:3][cH:4][cH:5][c:6]([CH2:8][NH:14][CH2:13][CH2:12][O:11][CH3:10])[n:7]1.